Dataset: the Open Reaction Database (ORD), a public repository of structured organic reaction records. Task: describe an organic reaction: reactants, conditions, products, and yield Starting materials: C(C)OC(COC1=C(C=C(C=C1)S)CCC)=O ((4-mercapto-2-propyl-phenoxy)-acetic acid ethyl ester), ClCC=1N=C(OC1C)C1=CC=C(C=C1)C(F)(F)F (4-Chloromethyl-5-methyl-2-(4-trifluoromethyl-phenyl)-oxazole), C([O-])([O-])=O.[Cs+].[Cs+] (cesium carbonate). The solvent is C(C)#N (acetonitrile). Conditions: time 4 hour. The product is CC1=C(N=C(O1)C1=CC=C(C=C1)C(F)(F)F)CSC1=CC(=C(OCC(=O)O)C=C1)CCC ({4-[5-Methyl-2-(4-trifluoromethyl-phenyl)-oxazol-4-ylmethylsulfanyl]-2-propyl-phenoxy}-acetic acid). Yield: 55.9%. RXN SMILES: C([O:3][C:4](=[O:17])[CH2:5][O:6][C:7]1[CH:12]=[CH:11][C:10]([SH:13])=[CH:9][C:8]=1[CH2:14][CH2:15][CH3:16])C.Cl[CH2:19][C:20]1[N:21]=[C:22]([C:26]2[CH:31]=[CH:30][C:29]([C:32]([F:35])([F:34])[F:33])=[CH:28][CH:27]=2)[O:23][C:24]=1[CH3:25].C(=O)([O-])[O-].[Cs+].[Cs+]>C(#N)C>[CH3:25][C:24]1[O:23][C:22]([C:26]2[CH:27]=[CH:28][C:29]([C:32]([F:35])([F:33])[F:34])=[CH:30][CH:31]=2)=[N:21][C:20]=1[CH2:19][S:13][C:10]1[CH:11]=[CH:12][C:7]([O:6][CH2:5][C:4]([OH:3])=[O:17])=[C:8]([CH2:14][CH2:15][CH3:16])[CH:9]=1 |f:2.3.4|. Procedure: To a mixture of (4-mercapto-2-propyl-phenoxy)-acetic acid ethyl ester (127 mg, 0.5 mmol) and 4-Chloromethyl-5-methyl-2-(4-trifluoromethyl-phenyl)-oxazole (131 mg, 0.48 mmol) in acetonitrile (2 mL) was added cesium carbonate (326 mg, 1 mmol). After 4 h at room temperature, the reaction was quenched by water, extracted with ethyl acetate. Combined organic layers were washed with brine, dried (sodium sulfate) and concentrated. The residue was taken into THF (2 mL) and treated with lithium hydroxide... Reactants: CC1=CC=C(C=C1)S(=O)(=O)[O-].C1=CC=[NH+]C=C1 (PPTS), C(C)(C)(C)OC(=O)N1[C@H](C[C@H](C1)OCC1=CC=CC=C1)[C@H]([C@H](CC1=CC(=CC(=C1)F)F)NC(C)=O)O ((2R,4R)-2-[(1S,2S)-2-Acetylamino-3-(3,5-difluoro-phenyl)-1-hydroxy-propyl]-4-benzyloxy-pyrrolidine-1-carboxylic acid tert-butyl ester), COC(C)C (2-methoxypropane). Solvent: ClCCl.CC(=O)C (dichloromethane acetone). Product: C(C)(C)(C)OC(=O)N1[C@H](C[C@H](C1)OCC1=CC=CC=C1)[C@@H]1[C@@H](N(C(O1)(C)C)C(C)=O)CC1=CC(=CC(=C1)F)F ((2R,4R)-2-[(4S,5S)-3-Acetyl-4-(3,5-difluoro-benzyl)-2,2-dimethyl-oxazolidin-5-yl]-4-benzyloxy-pyrrolidine-1-carboxylic acid tert-butyl ester). Yield: 734.4%. As a reaction SMILES: [C:1]([O:5][C:6]([N:8]1[CH2:12][C@H:11]([O:13][CH2:14][C:15]2[CH:20]=[CH:19][CH:18]=[CH:17][CH:16]=2)[CH2:10][C@@H:9]1[C@@H:21]([OH:36])[C@@H:22]([NH:32][C:33](=[O:35])[CH3:34])[CH2:23][C:24]1[CH:29]=[C:28]([F:30])[CH:27]=[C:26]([F:31])[CH:25]=1)=[O:7])([CH3:4])([CH3:3])[CH3:2].[CH3:37][C:38]1C=CC(S([O-])(=O)=O)=C[CH:39]=1.C1C=C[NH+]=CC=1.COC(C)C>ClCCl.CC(C)=O>[C:1]([O:5][C:6]([N:8]1[CH2:12][C@H:11]([O:13][CH2:14][C:15]2[CH:16]=[CH:17][CH:18]=[CH:19][CH:20]=2)[CH2:10][C@@H:9]1[C@H:21]1[O:36][C:38]([CH3:39])([CH3:37])[N:32]([C:33](=[O:35])[CH3:34])[C@H:22]1[CH2:23][C:24]1[CH:29]=[C:28]([F:30])[CH:27]=[C:26]([F:31])[CH:25]=1)=[O:7])([CH3:4])([CH3:2])[CH3:3] |f:1.2,4.5|. Procedure details: Dissolve (2R,4R)-2-[(1S,2S)-2-Acetylamino-3-(3,5-difluoro-phenyl)-1-hydroxy-propyl]-4-benzyloxy-pyrrolidine-1-carboxylic acid tert-butyl ester (0.150 g, 0.3 mmol) in 1:1 dichloromethane/acetone (5 mL). Add PPTS (pyridine/p-toluene sulfonic acid) (0.03 mmol) and 2-methoxypropane (1.5 mmol). When the reaction is complete by TLC (15 minutes), concentrate the reaction mixture under reduced pressure. Dissolve the residue in ethyl acetate and wash with saturated aqueous sodium bicarbonate followed by ... Product: C(C)(C)(C)C=1C=C(C=CC1)NC1=NC(=NC=C1F)NC=1C=CC2=C(C=C(O2)C(=O)NC)C1 (N4-(3-tert-butylphenyl)-5-fluoro-N2-[2-(N-methylamino)carbonylbenzofur-5-yl]-2,4-pyrimidinediamine). As a reaction SMILES: [C:1]([C:5]1[CH:6]=[C:7]([NH:11][C:12]2[C:17]([F:18])=[CH:16][N:15]=[C:14]([NH:19][C:20]3[CH:21]=[CH:22][C:23]4[O:27][C:26]([C:28](OC)=[O:29])=[CH:25][C:24]=4[CH:32]=3)[N:13]=2)[CH:8]=[CH:9][CH:10]=1)([CH3:4])([CH3:3])[CH3:2].Cl.[CH3:34][NH2:35]>>[C:1]([C:5]1[CH:6]=[C:7]([NH:11][C:12]2[C:17]([F:18])=[CH:16][N:15]=[C:14]([NH:19][C:20]3[CH:21]=[CH:22][C:23]4[O:27][C:26]([C:28]([NH:35][CH3:34])=[O:29])=[CH:25][C:24]=4[CH:32]=3)[N:13]=2)[CH:8]=[CH:9][CH:10]=1)([CH3:2])([CH3:4])[CH3:3] |f:1.2|. Reported procedure: In like manner to the preparation of N4-(3,4-ethylenedioxyphenyl)-5-fluoro-N2-[3-(N-methylamino)carbonylmethyleneoxyphenyl]-2,4-pyrimidinediamine, N4-(3-tert-butylphenyl)-5-fluoro-N2-(2-methoxycarbonylbenzofur-5-yl)-2,4-pyrimidinediamine and methylamine hydrochloride were reacted to give N4-(3-tert-butylphenyl)-5-fluoro-N2-[2-(N-methylamino)carbonylbenzofur-5-yl]-2,4-pyrimidinediamine. LCMS: ret. time: 23.05 min.; purity: 100%; MS (m/e): 434 (MH+); 1H NMR (DMSO-d6): δ 9.6 (1H, s), 9.57 (1H, s), ... The reactants are C(C)(C)(C)C=1C=C(C=CC1)NC1=NC(=NC=C1F)NC=1C=CC2=C(C=C(O2)C(=O)OC)C1 (N4-(3-tert-butylphenyl)-5-fluoro-N2-(2-methoxycarbonylbenzofur-5-yl)-2,4-pyrimidinediamine), Cl.CN (methylamine hydrochloride). The reactants are BrCCOC1=CC=C(C=C1)C(C(C)(C)O)=O (1-[4-(2-bromoethoxy)phenyl]-2-hydroxy-2-methylpropan-1-one), P(OC)(OC)OC (trimethyl phosphite), crude product. Conditions: temperature 130 celsius. Product: COP(OC)(=O)CCOC1=CC=C(C=C1)C(C(C)(C)O)=O ({2-[4-(2-Hydroxy-2-methylpropionyl)phenoxy]ethyl}phosphonic acid dimethyl ester). Yield: 54.8%. As a reaction SMILES: Br[CH2:2][CH2:3][O:4][C:5]1[CH:10]=[CH:9][C:8]([C:11](=[O:16])[C:12]([OH:15])([CH3:14])[CH3:13])=[CH:7][CH:6]=1.[P:17]([O:22]C)([O:20][CH3:21])[O:18][CH3:19]>>[CH3:19][O:18][P:17]([CH2:2][CH2:3][O:4][C:5]1[CH:10]=[CH:9][C:8]([C:11](=[O:16])[C:12]([OH:15])([CH3:14])[CH3:13])=[CH:7][CH:6]=1)(=[O:22])[O:20][CH3:21]. Procedure: A mixture of 5.80 grams (0.0202 mol) of 1-[4-(2-bromoethoxy)phenyl]-2-hydroxy-2-methylpropan-1-one and 6.27 g (0.0505 mol) of trimethyl phosphite is heated to 130° C. for 16 hours. The crude product is passed through a short column of silica gel which is eluted with a mixture of 1:1 heptane:ethyl acetate followed by methanol. Evaporation of solvent gives 3.5 g (55% yield) of the title compound as a yellow oil. Starting materials: O=c1ccn(C2OC(CO)C(O)C2F)c(=O)[nH]1, [K+], [K+], [K+], [K+], [K+], [N-]=[N+]=[N-], CCOc1nc(N)nc2nc[nH]c12, [OH-], O=P([O-])([O-])[O-]. Product: CCOc1nc(N)nc2c1ncn2C1OC(CO)C(O)C1F. Reaction SMILES: [F:14][CH:15]1[CH:16]([n:23]2[cH:24][cH:25][c:26](=[O:27])[nH:28][c:29]2=[O:30])[O:17][CH:18]([CH2:21][OH:22])[CH:19]1[OH:20].[K+:34].[K+:36].[K+:42].[K+:43].[K+:44].[N-:31]=[N+:32]=[N-:33].[NH2:1][c:2]1[n:3][c:4]([O:11][CH2:12][CH3:13])[c:5]2[nH:6][cH:7][n:8][c:9]2[n:10]1.[OH-:35].[P:37]([O-:38])([O-:39])([O-:40])=[O:41]>>[NH2:1][c:2]1[n:3][c:4]([O:11][CH2:12][CH3:13])[c:5]2[n:6][cH:7][n:8]([CH:16]3[CH:15]([F:14])[CH:19]([OH:20])[CH:18]([CH2:21][OH:22])[O:17]3)[c:9]2[n:10]1. Starting materials: C1COCCN1, Cc1cc2nc(NC(=O)c3ccc(C(C)(C)O)cc3)cc(Cl)n2n1, CN(C)C=O. Product: Cc1cc2nc(NC(=O)c3ccc(C(C)(C)O)cc3)cc(N3CCOCC3)n2n1. RXN SMILES: [CH2:25]1[CH2:26][O:27][CH2:28][CH2:29][NH:30]1.[Cl:1][c:2]1[cH:3][c:4]([NH:12][C:13]([c:14]2[cH:15][cH:16][c:17]([C:20]([CH3:21])([CH3:22])[OH:23])[cH:18][cH:19]2)=[O:24])[n:5][c:6]2[n:7]1[n:8][c:9]([CH3:11])[cH:10]2.[O:31]=[CH:32][N:33]([CH3:34])[CH3:35]>>[c:2]1([N:30]2[CH2:25][CH2:26][O:27][CH2:28][CH2:29]2)[cH:3][c:4]([NH:12][C:13]([c:14]2[cH:15][cH:16][c:17]([C:20]([CH3:21])([CH3:22])[OH:23])[cH:18][cH:19]2)=[O:24])[n:5][c:6]2[n:7]1[n:8][c:9]([CH3:11])[cH:10]2.